Dataset: the Open Reaction Database (ORD), a public repository of structured organic reaction records. Task: describe an organic reaction: reactants, conditions, products, and yield The reactants are C=Cc1cnc(Cl)c2cccc(NC3CCC(N(Cc4ccccc4)C(=O)OC(C)(C)C)CC3)c12, C=Cc1cncc2cccc(NC3CCC(N(Cc4ccccc4)C(=O)OC(C)(C)C)CC3)c12. Yields the product CC(C)(C)OC(=O)N(Cc1ccccc1)C1CCC(N2CCc3cnc(Cl)c4cccc2c34)CC1. As a reaction SMILES: [CH2:1]([c:2]1[cH:3][cH:4][cH:5][cH:6][cH:7]1)[N:8]([C:9]([O:10][C:11]([CH3:12])([CH3:13])[CH3:14])=[O:15])[CH:16]1[CH2:17][CH2:18][CH:19]([NH:22][c:23]2[c:24]3[c:25]([CH:34]=[CH2:35])[cH:26][n:27][c:28]([Cl:33])[c:29]3[cH:30][cH:31][cH:32]2)[CH2:20][CH2:21]1.[CH2:36]([N:37]([CH:38]1[CH2:39][CH2:40][CH:41]([NH:42][c:43]2[cH:44][cH:45][cH:46][c:47]3[c:48]2[c:49]([CH:50]=[CH2:51])[cH:52][n:53][cH:54]3)[CH2:55][CH2:56]1)[C:57](=[O:58])[O:59][C:60]([CH3:61])([CH3:62])[CH3:63])[c:64]1[cH:65][cH:66][cH:67][cH:68][cH:69]1>>[CH2:1]([c:2]1[cH:3][cH:4][cH:5][cH:6][cH:7]1)[N:8]([C:9]([O:10][C:11]([CH3:12])([CH3:13])[CH3:14])=[O:15])[CH:16]1[CH2:17][CH2:18][CH:19]([N:22]2[c:23]3[c:24]4[c:25]([cH:26][n:27][c:28]([Cl:33])[c:29]4[cH:30][cH:31][cH:32]3)[CH2:34][CH2:35]2)[CH2:20][CH2:21]1. Reactants: C(C)(C)(C)OC(=O)N[C@H](C(=O)O)CC1=CC(=CC=C1)I ((2S)-2-[(tert-butoxycarbonyl)amino]-3-(3-iodophenyl)propanoic acid). Solvent: O1CCCC1 (tetrahydrofuran), C1CCOC1 (THF). Conditions: time 1 hour. Product: C(C)(C)(C)OC(N[C@H](CO)CC1=CC(=CC=C1)I)=O (tert-butyl[(1S)-2-hydroxy-1-(3-iodobenzyl)ethyl]carbamate). Isolated yield 51.9%. RXN SMILES: [C:1]([O:5][C:6]([NH:8][C@@H:9]([CH2:13][C:14]1[CH:19]=[CH:18][CH:17]=[C:16]([I:20])[CH:15]=1)[C:10](O)=[O:11])=[O:7])([CH3:4])([CH3:3])[CH3:2]>O1CCCC1>[C:1]([O:5][C:6](=[O:7])[NH:8][C@@H:9]([CH2:13][C:14]1[CH:19]=[CH:18][CH:17]=[C:16]([I:20])[CH:15]=1)[CH2:10][OH:11])([CH3:4])([CH3:2])[CH3:3]. Reported procedure: To a solution of (2S)-2-[(tert-butoxycarbonyl)amino]-3-(3-iodophenyl)propanoic acid [Aldrich] (4.0 g, 10. mmol) in tetrahydrofuran (10 mL) with stirring was added 1.0 M borane-THF complex in THF (40 mL) dropwise to keep temperature at 0° C. (about 15 min). The reaction mixture was stirred at room temperature for 1 h, then cooled down with ice-bath, quenched with AcOH:MeOH (1:5, 20 mL) and partitioned between saturated aqueous NaHCO3 solution and DCM, dried over sodium sulfate, filtered, and evap... Starting materials: CO, CC(=O)O, C=[N+]=[N-], CC(CC(=O)O)C1CCC2C3CC=C4CC(O)CC(O)C4(C)C3CCC12C. The product is COC(=O)CC(C)C1CCC2C3CC=C4CC(O)CC(O)C4(C)C3CCC12C. Reaction SMILES: [CH3:28][OH:29].[CH3:33][C:34](=[O:35])[OH:36].[N+:30](=[N-:31])=[CH2:32].[OH:1][CH:2]1[CH2:3][CH:4]([OH:27])[CH2:5][C:6]2=[CH:7][CH2:8][CH:9]3[CH:10]4[CH2:11][CH2:12][CH:13]([CH:14]([CH2:15][C:16](=[O:17])[OH:18])[CH3:19])[C:20]4([CH3:26])[CH2:21][CH2:22][CH:23]3[C:24]12[CH3:25]>>[OH:1][CH:2]1[CH2:3][CH:4]([OH:27])[CH2:5][C:6]2=[CH:7][CH2:8][CH:9]3[CH:10]4[CH2:11][CH2:12][CH:13]([CH:14]([CH2:15][C:16]([O:17][CH3:32])=[O:18])[CH3:19])[C:20]4([CH3:26])[CH2:21][CH2:22][CH:23]3[C:24]12[CH3:25]. The reactants are O=C([O-])[O-], CN(C)C1CCCNc2ccccc21, CC(C)=O, [K+], [K+], O=C(Cl)c1ccc([N+](=O)[O-])cc1, O. Yields the product CN(C)C1CCCN(C(=O)c2ccc([N+](=O)[O-])cc2)c2ccccc21. Reaction SMILES: [C:15](=[O:16])([O-:17])[O-:18].[CH3:1][N:2]([CH:3]1[CH2:4][CH2:5][CH2:6][NH:7][c:8]2[c:9]1[cH:10][cH:11][cH:12][cH:13]2)[CH3:14].[CH3:33][C:34](=[O:35])[CH3:36].[K+:19].[K+:20].[N+:21](=[O:22])([O-:23])[c:24]1[cH:25][cH:26][c:27]([C:28](=[O:29])[Cl:30])[cH:31][cH:32]1.[OH2:37]>>[CH3:1][N:2]([CH:3]1[CH2:4][CH2:5][CH2:6][N:7]([C:28]([c:27]2[cH:26][cH:25][c:24]([N+:21](=[O:22])[O-:23])[cH:32][cH:31]2)=[O:29])[c:8]2[c:9]1[cH:10][cH:11][cH:12][cH:13]2)[CH3:14].